From a dataset of the Open Reaction Database (ORD), a public repository of structured organic reaction records. describe an organic reaction: reactants, conditions, products, and yield The reactants are epoxide, O1[C@H]2[C@@H]1C(C=C1C=C[C@H]3[C@@H]4CC[C@H]([C@@H](CCCC(C)(C)O)C)[C@]4(CC[C@@H]3[C@@]21C)C)=O (1α,2α-Epoxy-25-hydroxycholesta-4,6-dien-3-one), Example 2 ( a ). The reagents and catalysts are [Zn] (zinc). The solvent is C(C)(=O)O (acetic acid). Yields the product O[C@H]1CC(C=C2C=C[C@H]3[C@@H]4CC[C@H]([C@@H](CCCC(C)(C)O)C)[C@]4(CC[C@@H]3[C@@]12C)C)=O (1α,25-dihydroxycholesta-4,6-dien-3-one). As a reaction SMILES: [O:1]1[C@H:3]2[C:4](=[O:30])[CH:5]=[C:6]3[C@:27]([CH3:28])([C@@H:2]12)[C@@H:26]1[C@H:9]([C@H:10]2[C@:23]([CH3:29])([CH2:24][CH2:25]1)[C@@H:13]([C@H:14]([CH3:22])[CH2:15][CH2:16][CH2:17][C:18]([OH:21])([CH3:20])[CH3:19])[CH2:12][CH2:11]2)[CH:8]=[CH:7]3>[Zn].C(O)(=O)C>[OH:1][C@@H:2]1[C@@:27]2([CH3:28])[C:6]([CH:7]=[CH:8][C@@H:9]3[C@@H:26]2[CH2:25][CH2:24][C@@:23]2([CH3:29])[C@H:10]3[CH2:11][CH2:12][C@@H:13]2[C@H:14]([CH3:22])[CH2:15][CH2:16][CH2:17][C:18]([OH:21])([CH3:20])[CH3:19])=[CH:5][C:4](=[O:30])[CH2:3]1. Reported procedure: The epoxide from (b) was treated with zinc dust and acetic acid as described in Example 2 (a) to yield 1α,25-dihydroxycholesta-4,6-dien-3-one, which was then converted to the trimethylsilyl ether and reduced with lithium/liquid ammonia as described in Example 2 (b). The title compound obtained in this way, (m.p. 171-173 solidifies and remelts at 178°-179°; [α]D -35° in CHCl2) exhibited n.m.r. peaks at δ0.68, 1.02 (methyl groups), δ1.18 (gem-dimethyl groups), δ3.83 (1 proton, narrow signal, 1β-H)... Starting materials: ClC=1C(=CC=2C(=NC=3N(C=C(C(C3C2)=O)C(=O)O)C)C1)F (8-chloro-7-fluoro-1-methyl-4-oxo-1,4-dihydrobenzo[b][1,8]-naphthyridine-3-carboxylic acid), C(#N)C1=CC=C(C=C1)C1NCCNC1 ((RS)-2-(4-cyanophenyl)piperazine). Run in C(C)N(CC)CC (triethylamine). Yields the product C(#N)C1=CC=C(C=C1)C1CN(CCN1)C=1C(=CC=2C(=NC=3N(C=C(C(C3C2)=O)C(=O)O)C)C1)F ((RS)-8-[3-(4-Cyanophenyl)-1-piperazinyl]-7-fluoro-1-methyl-4-oxo-1,4-dihydrobenzo[b][1,8]-naphthyridine-3-carboxylic acid). Yield: 41.9%. RXN SMILES: Cl[C:2]1[C:3]([F:21])=[CH:4][C:5]2[C:6]([CH:20]=1)=[N:7][C:8]1[N:9]([CH3:19])[CH:10]=[C:11]([C:16]([OH:18])=[O:17])[C:12](=[O:15])[C:13]=1[CH:14]=2.[C:22]([C:24]1[CH:29]=[CH:28][C:27]([CH:30]2[CH2:35][NH:34][CH2:33][CH2:32][NH:31]2)=[CH:26][CH:25]=1)#[N:23]>C(N(CC)CC)C>[C:22]([C:24]1[CH:25]=[CH:26][C:27]([CH:30]2[NH:31][CH2:32][CH2:33][N:34]([C:2]3[C:3]([F:21])=[CH:4][C:5]4[C:6]([CH:20]=3)=[N:7][C:8]3[N:9]([CH3:19])[CH:10]=[C:11]([C:16]([OH:18])=[O:17])[C:12](=[O:15])[C:13]=3[CH:14]=4)[CH2:35]2)=[CH:28][CH:29]=1)#[N:23]. Procedure details: (RS)-8-[3-(4-Cyanophenyl)-1-piperazinyl]-7-fluoro-1-methyl-4-oxo-1,4-dihydrobenzo[b][1,8]-naphthyridine-3-carboxylic acid was prepared under the conditions of Example 11, but starting with 8-chloro-7-fluoro-1-methyl-4-oxo-1,4-dihydrobenzo[b][1,8]-naphthyridine-3-carboxylic acid (1.84 g), (RS)-2-(4-cyanophenyl)piperazine (5.61 g) and triethylamine (1.7 cc). (RS)-8-[3-(4-Cyanophenyl)-1-piperazinyl]-7-fluoro-1-methyl-4-oxo-1,4-dihydrobenzo[b][1,8]-naphthyridine-3-carboxylic acid (1.15 g) is obtaine... Starting materials: C1CO1, CC(Cl)Cl, O=C(O)CCl, ClP(c1ccccc1)c1ccccc1. Yields the product O=C(O)CP(=O)(c1ccccc1)c1ccccc1. RXN SMILES: [CH2:20]1[CH2:21][O:22]1.[Cl:23][CH:24]([Cl:25])[CH3:26].[OH:15][C:16](=[O:17])[CH2:18][Cl:19].[c:1]1([P:7]([Cl:8])[c:9]2[cH:10][cH:11][cH:12][cH:13][cH:14]2)[cH:2][cH:3][cH:4][cH:5][cH:6]1>>[c:1]1([P:7]([c:9]2[cH:10][cH:11][cH:12][cH:13][cH:14]2)([CH2:18][C:16]([OH:15])=[O:17])=[O:22])[cH:2][cH:3][cH:4][cH:5][cH:6]1.